Task: describe an organic reaction: reactants, conditions, products, and yield. Dataset: the Open Reaction Database (ORD), a public repository of structured organic reaction records Starting materials: CC=1C(=C(C(=C(O)C1)C)C)O (trimethylhydroquinone), C(=C)C(=O)C (methyl vinyl ketone), CO (methanol). Conditions: time 3 hour. Product: OC=1C(=C2CCC(OC2=C(C1C)C)(C)OC)C ((±)-6-hydroxy- 2-methoxy-2,5,7,8-tetramethylchroman). Reaction SMILES: [CH3:1][C:2]1[C:3]([OH:11])=[C:4]([CH3:10])[C:5]([CH3:9])=[C:6]([CH:8]=1)[OH:7].[CH:12]([C:14]([CH3:16])=[O:15])=[CH2:13].[CH3:17]O>>[OH:11][C:3]1[C:2]([CH3:1])=[C:8]2[C:6](=[C:5]([CH3:9])[C:4]=1[CH3:10])[O:7][C:14]([O:15][CH3:17])([CH3:16])[CH2:12][CH2:13]2. Procedure: A solution of 304.4 g. (2.0 mol) of trimethylhydroquinone in 1.2 liters of methanol and 300 ml. of trimethyl orthoformate was degassed, placed under N2 and cooled in an ice bath to 3 degrees centigrade. To the flask was added 5.0 ml. of concentrated aqueous sulfuric acid followed, dropwise over 3.0 hours, by 340 ml. (about 4.0 mol) of methyl vinyl ketone. The suspension was stirred without cooling for 44 hours. The mixture was worked up by extracting with diethyl ether, and washing with water, a...